This data is from the Open Reaction Database (ORD), a public repository of structured organic reaction records. The task is: describe an organic reaction: reactants, conditions, products, and yield The reactants are C(C)(=O)O[BH-](OC(C)=O)OC(C)=O.[Na+] (sodium triacetoxyborohydride), CC1=NOC(=C1C)NS(=O)(=O)C=1C(=CC=CC1)C1=C(C=C(C=C1)C=1OC=CN1)C=O (N-(3,4-dimethyl-5-isoxazolyl)-2'-formyl-4'-(2-oxazolyl)[1,1'-biphenyl]-2-sulfonamide), C(C(C)C)NC (isobutylmethylamine), CC(=O)O (AcOH). The solvent is C(Cl)Cl (CH2Cl2). Yields the product CC1=NOC(=C1C)NS(=O)(=O)C=1C(=CC=CC1)C1=C(C=C(C=C1)C=1OC=CN1)CN(CC(C)C)C (N-(3,4-Dimethyl-5-isoxazolyl)-2'-[[methyl(2-methypropyl)amino]methyl]-4'-(2-oxazolyl)[1,1'-biphenyl]-2-sulfonamide). Yield: 74.1%. Reaction SMILES: [CH3:1][C:2]1[C:6]([CH3:7])=[C:5]([NH:8][S:9]([C:12]2[C:13]([C:18]3[CH:23]=[CH:22][C:21]([C:24]4[O:25][CH:26]=[CH:27][N:28]=4)=[CH:20][C:19]=3[CH:29]=O)=[CH:14][CH:15]=[CH:16][CH:17]=2)(=[O:11])=[O:10])[O:4][N:3]=1.[CH2:31]([NH:35][CH3:36])[CH:32]([CH3:34])[CH3:33].CC(O)=O.C(O[BH-](OC(=O)C)OC(=O)C)(=O)C.[Na+]>C(Cl)Cl>[CH3:1][C:2]1[C:6]([CH3:7])=[C:5]([NH:8][S:9]([C:12]2[C:13]([C:18]3[CH:23]=[CH:22][C:21]([C:24]4[O:25][CH:26]=[CH:27][N:28]=4)=[CH:20][C:19]=3[CH2:29][N:35]([CH3:36])[CH2:31][CH:32]([CH3:34])[CH3:33])=[CH:14][CH:15]=[CH:16][CH:17]=2)(=[O:10])=[O:11])[O:4][N:3]=1 |f:3.4|. Procedure: After briskly stirring a mixture of N-(3,4-dimethyl-5-isoxazolyl)-2'-formyl-4'-(2-oxazolyl)[1,1'-biphenyl]-2-sulfonamide (100 mg; 0.24 mmol; prepared as in Step (F) of Example 21), isobutylmethylamine (0.087 ml; 0.71 mmol), AcOH (0.08 ml; 1.34 mmol) and 3 Å molecular sieves (670 mg) in 2 ml of CH2Cl2 for 1 hour at room temperature, sodium triacetoxyborohydride (150 mg; 0.71 mmol) was added. After stirring 18 hours at room temperature, the reaction mixture was filtered through celite and the filt... Starting materials: O=C([O-])[O-], CN(C)CCCCl, CN(C)C=O, Cl, [K+], [K+], Oc1ccc(-c2coc(CSCCOc3ccccc3)n2)cc1. Product: CN(C)CCCOc1ccc(-c2coc(CSCCOc3ccccc3)n2)cc1. Reaction SMILES: [C:32](=[O:33])([O-:34])[O-:35].[CH3:25][N:26]([CH2:27][CH2:28][CH2:29][Cl:30])[CH3:31].[CH3:38][N:39]([CH3:40])[CH:41]=[O:42].[ClH:24].[K+:36].[K+:37].[O:1]([c:2]1[cH:3][cH:4][cH:5][cH:6][cH:7]1)[CH2:8][CH2:9][S:10][CH2:11][c:12]1[o:13][cH:14][c:15](-[c:17]2[cH:18][cH:19][c:20]([OH:23])[cH:21][cH:22]2)[n:16]1>>[O:1]([c:2]1[cH:3][cH:4][cH:5][cH:6][cH:7]1)[CH2:8][CH2:9][S:10][CH2:11][c:12]1[o:13][cH:14][c:15](-[c:17]2[cH:18][cH:19][c:20]([O:23][CH2:29][CH2:28][CH2:27][N:26]([CH3:25])[CH3:31])[cH:21][cH:22]2)[n:16]1. The reactants are Cc1ccc(Br)cc1F, N#C[Cu], CN(C)C=O. Yields the product Cc1ccc(C#N)cc1F. Reaction SMILES: [Br:4][c:5]1[cH:6][c:7]([F:12])[c:8]([CH3:11])[cH:9][cH:10]1.[Cu:1][C:2]#[N:3].[O:13]=[CH:14][N:15]([CH3:16])[CH3:17]>>[C:2](#[N:3])[c:5]1[cH:6][c:7]([F:12])[c:8]([CH3:11])[cH:9][cH:10]1. Reactants: OCC=1C=C(C(=O)OC)C=C(C1)C(=O)N1[C@H](CCC1)C=1SC=C(N1)C ((R)-methyl 3-(hydroxymethyl)-5-(2-(4-methylthiazol-2-yl)pyrrolidine-1-carbonyl)benzoate), CC(=O)OI1(C=2C=CC=CC2C(=O)O1)(OC(=O)C)OC(=O)C (Dess-Martin periodinane), [O-]S(=O)(=S)[O-].[Na+].[Na+] (Na2S2O3), C(=O)(O)[O-].[Na+] (NaHCO3). Solvent: C(Cl)Cl (DCM). Run at time 2 hour. Yields the product C(=O)C=1C=C(C(=O)OC)C=C(C1)C(=O)N1[C@H](CCC1)C=1SC=C(N1)C ((R)-methyl 3-formyl-5-(2-(4-methylthiazol-2-yl)pyrrolidine-1-carbonyl)benzoate). The yield is 95.2%. Reaction SMILES: [OH:1][CH2:2][C:3]1[CH:4]=[C:5]([CH:10]=[C:11]([C:13]([N:15]2[CH2:19][CH2:18][CH2:17][C@@H:16]2[C:20]2[S:21][CH:22]=[C:23]([CH3:25])[N:24]=2)=[O:14])[CH:12]=1)[C:6]([O:8][CH3:9])=[O:7].CC(OI1(OC(C)=O)(OC(C)=O)OC(=O)C2C=CC=CC1=2)=O.[O-]S([O-])(=S)=O.[Na+].[Na+].C([O-])(O)=O.[Na+]>C(Cl)Cl>[CH:2]([C:3]1[CH:4]=[C:5]([CH:10]=[C:11]([C:13]([N:15]2[CH2:19][CH2:18][CH2:17][C@@H:16]2[C:20]2[S:21][CH:22]=[C:23]([CH3:25])[N:24]=2)=[O:14])[CH:12]=1)[C:6]([O:8][CH3:9])=[O:7])=[O:1] |f:2.3.4,5.6|. Reported procedure: To a solution of (R)-methyl 3-(hydroxymethyl)-5-(2-(4-methylthiazol-2-yl)pyrrolidine-1-carbonyl)benzoate (560 mg, 1.554 mmol) in DCM (60 mL), Dess-Martin periodinane (790.8 mg, 1.864 mmol) was added at rt. After stirring for 2 hrs, the mixture was poured into a mixture of aqueous 1 M Na2S2O3 (30 mL) and aqueous saturated NaHCO3 (30 mL), and it was extracted with DCM three times. The combined organic layers were concentrated in vacuum and the residue was purified by flash silica chromatography to... Starting materials: C1(C=2C(C(N1C(C(=O)O)CC(C)C)=O)=CC=CC2)=O (2-phthalimido-4-methylpentanoic acid), C(=O)(N1C=NC=C1)N1C=NC=C1 (carbonyldiimidazole), [OH-].[NH4+] (ammonium hydroxide), 4-N,N-dimethylaminopyridine. Run in O1CCCC1 (tetrahydrofuran), O1CCCC1 (tetrahydrofuran), O (water). Run at time 1 hour. The product is C1(C=2C(C(N1C(C(=O)N)CC(C)C)=O)=CC=CC2)=O (2-phthalimido-4-methylpentanamide). Isolated yield 89.1%. RXN SMILES: [C:1]1(=[O:19])[N:5]([CH:6]([CH2:10][CH:11]([CH3:13])[CH3:12])[C:7](O)=[O:8])[C:4](=[O:14])[C:3]2=[CH:15][CH:16]=[CH:17][CH:18]=[C:2]12.C(N1C=CN=C1)([N:22]1C=CN=C1)=O.[OH-].[NH4+]>O1CCCC1.O>[C:1]1(=[O:19])[N:5]([CH:6]([CH2:10][CH:11]([CH3:13])[CH3:12])[C:7]([NH2:22])=[O:8])[C:4](=[O:14])[C:3]2=[CH:15][CH:16]=[CH:17][CH:18]=[C:2]12 |f:2.3|. Procedure: To a stirred solution of 2-phthalimido-4-methylpentanoic acid (1.32 g, 5.0 mmol) in tetrahydrofuran (25 mL) are added carbonyldiimidazole (0.81 g, 5.0 mmol) and a few crystals of 4-N,N-dimethylaminopyridine followed by 15 mL of tetrahydrofuran. The reaction mixture is stirred at room temperature for 1 hour, then 1 mL of concentrated ammonium hydroxide is added. After 10 minutes, the reaction mixture is diluted with 50 mL water. The resulting slurry is partially concentrated to remove the tetrahy... Solvent: CN(C)C=O (DMF). Yields the product CC1(CN(CCN1C)C1=C(C=NC=C1)N)C (4-(3,3,4-trimethylpiperazin-1-yl)pyridin-3-amine). Isolated yield 73.0%. Starting materials: CC1(CN(CCN1)C1=C(C=NC=C1)N)C (4-(3,3-dimethylpiperazin-1-yl)pyridin-3-amine), CO (MeOH), [H-].[Na+] (NaH), CI (MeI). Procedure details: To 4-(3,3-dimethylpiperazin-1-yl)pyridin-3-amine (prepared according to methods similar to the one depicted in Preparation N-1) (120 mg, 0.5817 mmol) in DMF (2 mL) at 0° C. was added NaH (20.94 mg, 0.5235 mmol). The reaction mixture was stirred for 10 mins at 0° C. then MeI (276.3 uL, 0.5526 mmol, 2M in TBDME) was added. The reaction mixture was allowed to warm to RT and was stirred for 2 hours at RT. The crude was loaded onto a MeOH pre-washed SCX column, rinsed with MeOH and the product was re... RXN SMILES: [CH3:1][C:2]1([CH3:15])[NH:7][CH2:6][CH2:5][N:4]([C:8]2[CH:13]=[CH:12][N:11]=[CH:10][C:9]=2[NH2:14])[CH2:3]1.[H-].[Na+].[CH3:18]I.CO>CN(C=O)C>[CH3:1][C:2]1([CH3:15])[N:7]([CH3:18])[CH2:6][CH2:5][N:4]([C:8]2[CH:13]=[CH:12][N:11]=[CH:10][C:9]=2[NH2:14])[CH2:3]1 |f:1.2|. Conditions: temperature 0 celsius, time 10 minute. Starting materials: FC(C1(CC(C1)(F)F)C(=O)OC(C)C)F (Isopropyl 1-(difluoromethyl)-3,3-difluorocyclobutanecarboxylate), [OH-].[Na+] (NaOH). Run in C(C)O (ethanol), O (water). Run at time 4 hour. Yields the product FC(C1(CC(C1)(F)F)C(=O)O)F (1-(Difluoromethyl)-3,3-difluorocyclobutanecarboxylic acid). Yield: 73.6%. RXN SMILES: [F:1][CH:2]([F:15])[C:3]1([C:9]([O:11]C(C)C)=[O:10])[CH2:6][C:5]([F:8])([F:7])[CH2:4]1.[OH-].[Na+]>C(O)C.O>[F:15][CH:2]([F:1])[C:3]1([C:9]([OH:11])=[O:10])[CH2:6][C:5]([F:7])([F:8])[CH2:4]1 |f:1.2|. Procedure details: To a solution of Intermediate 304D (500 mg, 2.191 mmol) in ethanol (10 mL) and water (2 mL) was added NaOH (2.191 mL, 10.96 mmol, 5 M in water) and the resulting solution was stirred at RT for 4 h. EtOH was removed under reduced pressure, and the aqueous solution was acidified with a 1.5 N aq. solution of HCl which was then extracted with DCM (3×30 mL). The combined organic layer was washed with brine, dried over Na2SO4, filtered and the filtrate was concentrated to afford Intermediate 304E as a... Starting materials: CCCCCCC=C (octene-1), C(C)O[SiH](OCC)OCC (triethoxysilane), Teflon, CCCCCCC=C (octene-1), C(=C)[Si](O[Si](C)(C)C)(C)C=C (divinyltetramethyldisiloxane). Run in C(C)(=O)O (acetic acid), C1(=CC=CC=C1)C (toluene), C1(=CC=CC=C1)C (toluene). Reaction conditions: temperature 50 celsius. Product: C(CCCCCCC)[Si](OCC)(OCC)OCC (n-octyltriethoxysilane). The yield is 89.0%. As a reaction SMILES: [CH3:1][CH2:2][CH2:3][CH2:4][CH2:5][CH2:6][CH:7]=[CH2:8].[CH2:9]([O:11][SiH:12]([O:16][CH2:17][CH3:18])[O:13][CH2:14][CH3:15])[CH3:10].C([Si](C=C)(C)O[Si](C)(C)C)=C>C1(C)C=CC=CC=1.C(O)(=O)C>[CH2:8]([Si:12]([O:16][CH2:17][CH3:18])([O:13][CH2:14][CH3:15])[O:11][CH2:9][CH3:10])[CH2:7][CH2:6][CH2:5][CH2:4][CH2:3][CH2:2][CH3:1]. Procedure: 224 mg Of octene-1, 329 mg of triethoxysilane and 400 mg of toluene were placed in a glass reaction tube and 0.004 ml of acetic acid was then added to the tube. Then, 0.001 ml of a toluene solution of a 0-valent platinum complex of divinyltetramethyldisiloxane (platinum content: 0.4 wt %) was added to this mixture. The reaction tube was sealed with Teflon tape and heated for 30 minutes in an oil bath at 50° C. When the contents were analyzed by GC-MS following cooling, the conversion rate of the... The reactants are NC1=C(C=NN1C1=CC2=C(NC(=N2)C)C=C1)C(=O)C=1N(C2=CC(=CC=C2C1)CN1CCOCC1)S(=O)(=O)C1=CC=CC=C1 ([5-Amino-1-(2-methyl-1H-benzimidazol-5-yl)-1H-pyrazol-4-yl]-(1-benzenesulfonyl-6-morpholin-4-ylmethyl-1H-indol-2-yl)-methanone), [F-].C(CCC)[N+](CCCC)(CCCC)CCCC (tetrabutylammonium fluoride). The solvent is O1CCCC1 (tetrahydrofuran), O1CCCC1 (tetrahydrofuran). Conditions: temperature 65 celsius, time 22 hour. Product: NC1=C(C=NN1C1=CC2=C(NC(=N2)C)C=C1)C(=O)C=1NC2=CC(=CC=C2C1)CN1CCOCC1 ([5-amino-1-(2-methyl-1H-benzimidazol-5-yl)-1H-pyrazol-4-yl]-(6-morpholin-4-ylmethyl-1H-indol-2-yl)-methanone). Isolated yield 73.8%. As a reaction SMILES: [NH2:1][C:2]1[N:6]([C:7]2[CH:16]=[CH:15][C:10]3[NH:11][C:12]([CH3:14])=[N:13][C:9]=3[CH:8]=2)[N:5]=[CH:4][C:3]=1[C:17]([C:19]1[N:20](S(C2C=CC=CC=2)(=O)=O)[C:21]2[C:26]([CH:27]=1)=[CH:25][CH:24]=[C:23]([CH2:28][N:29]1[CH2:34][CH2:33][O:32][CH2:31][CH2:30]1)[CH:22]=2)=[O:18].[F-].C([N+](CCCC)(CCCC)CCCC)CCC>O1CCCC1>[NH2:1][C:2]1[N:6]([C:7]2[CH:16]=[CH:15][C:10]3[NH:11][C:12]([CH3:14])=[N:13][C:9]=3[CH:8]=2)[N:5]=[CH:4][C:3]=1[C:17]([C:19]1[NH:20][C:21]2[C:26]([CH:27]=1)=[CH:25][CH:24]=[C:23]([CH2:28][N:29]1[CH2:34][CH2:33][O:32][CH2:31][CH2:30]1)[CH:22]=2)=[O:18] |f:1.2|. Reported procedure: [5-Amino-1-(2-methyl-1H-benzimidazol-5-yl)-1H-pyrazol-4-yl]-(1-benzenesulfonyl-6-morpholin-4-ylmethyl-1H-indol-2-yl)-methanone (132 mg, 0.22 mmol) was dissolved in tetrahydrofuran (THF) (1.0 ml), and then a tetrahydrofuran (THF) solution of 1 M tetrabutylammonium fluoride (0.46 ml, 0.46 mmol) was added thereto. The mixture was heated at 65° C. with stirring for 22 hours. The reaction mixture was then cooled to room temperature, and concentrated under reduced pressure. The resulting residue was p...